This data is from the Open Reaction Database (ORD), a public repository of structured organic reaction records. The task is: describe an organic reaction: reactants, conditions, products, and yield The reactants are CC1=C(NC(=C1)C)\C=C\1/C(N(C2=CC=CC=C12)C(=O)N1C=NC=C1)=O (3-[1-(3,5-dimethyl-1h-pyrrol-2-yl)-meth-(z)-ylidene]-1-(imidazol-1-ylcarbonyl)-1,3-dihydro-indole-2-one), N1(CCCC1)CCO (2-pyrrolidin-1-yl-ethanol), C(=O)(C(F)(F)F)O (TFA), ClCCl (dichloromethane). The solvent is C1CCOC1 (THF). Yields the product N1(CCCC1)CCOC(=O)N1C(\C(\C2=CC=CC=C12)=C/C=1NC(=CC1C)C)=O (3-[1-(3,5-dimethyl-1H-pyrrol-2-yl)-meth-(Z)-ylidene]-2-oxo-2,3-dihydro-indole-1-carboxylic acid 2-pyrrolidin-1-yl-ethyl ester). Isolated yield 14.8%. As a reaction SMILES: [CH3:1][C:2]1[CH:6]=[C:5]([CH3:7])[NH:4][C:3]=1/[CH:8]=[C:9]1\[C:10](=[O:25])[N:11]([C:18](N2C=CN=C2)=[O:19])[C:12]2[C:17]\1=[CH:16][CH:15]=[CH:14][CH:13]=2.[N:26]1([CH2:31][CH2:32][OH:33])[CH2:30][CH2:29][CH2:28][CH2:27]1.C(O)(C(F)(F)F)=O.ClCCl>C1COCC1>[N:26]1([CH2:31][CH2:32][O:33][C:18]([N:11]2[C:12]3[C:17](=[CH:16][CH:15]=[CH:14][CH:13]=3)/[C:9](=[CH:8]/[C:3]3[NH:4][C:5]([CH3:7])=[CH:6][C:2]=3[CH3:1])/[C:10]2=[O:25])=[O:19])[CH2:30][CH2:29][CH2:28][CH2:27]1. Procedure: A reaction mixture containing 3-[1-(3,5-dimethyl-1h-pyrrol-2-yl)-meth-(z)-ylidene]-1-(imidazol-1-ylcarbonyl)-1,3-dihydro-indole-2-one (166 mg, 0.5 mmol), 2-pyrrolidin-1-yl-ethanol (115 mg, 1.0 mmol), and TFA (0.13 mL, 1.5 mmol) in 2 mL of THF, and 2 mL of dichloromethane gave 3-[1-(3,5-dimethyl-1H-pyrrol-2-yl)-meth-(Z)-ylidene]-2-oxo-2,3-dihydro-indole-1-carboxylic acid 2-pyrrolidin-1-yl-ethyl ester (28 mg, 15%) as a yellow solid. 1HNMR (400 MHz, DMSO-d6) δ 12.56 (s, br, 1H, N-1′), 7.80-7.86 (m,... Reaction SMILES: [CH3:1][C:2]1[N:7]=[C:6]([C:8]2N=[C:10]([C:17]3[CH:18]=[N:19][CH:20]=[CH:21][CH:22]=3)[C:11]3[CH:16]=[CH:15][NH:14][C:12]=3[N:13]=2)[CH:5]=[CH:4][CH:3]=1.Cl[C:24]1C2C=CNC=2N=C(C2C=CC=CN=2)N=1.ClC1C=C(C2C=CC=C(C)N=2)N=C2NC=CC=12>>[CH3:1][C:2]1[N:7]=[C:6]([C:8]2[N:13]=[C:12]3[NH:14][CH:15]=[CH:16][C:11]3=[C:10]([C:17]3[CH:18]=[N:19][CH:20]=[CH:21][CH:22]=3)[CH:24]=2)[CH:5]=[CH:4][CH:3]=1. Procedure: 6-(6-Methyl-pyridin-2-yl)-4-pyridin-3-yl-1H-pyrrolo[2,3-b]pyridine is prepared by an analogous method to that for 2-(6-methyl-pyridin-2-yl)-4-pyridin-3-yl-7H-pyrrolo[2,3-d]pyrimidine (Example 2) by replacing 4-chloro-2-pyridin-2-yl-7H-pyrrolo[2,3-d]pyrimidine (Intermediate 1) with 4-chloro-6-(6-methyl-pyridin-2-yl)-1H-pyrrolo[2,3-b]pyridine (Intermediate 6). Starting materials: CC1=CC=CC(=N1)C=1N=C(C2=C(N1)NC=C2)C=2C=NC=CC2 (2-(6-methyl-pyridin-2-yl)-4-pyridin-3-yl-7H-pyrrolo[2,3-d]pyrimidine), ClC1=C2C(=NC(=C1)C1=NC(=CC=C1)C)NC=C2 (4-chloro-6-(6-methyl-pyridin-2-yl)-1H-pyrrolo[2,3-b]pyridine), ClC=1C2=C(N=C(N1)C1=NC=CC=C1)NC=C2 (4-Chloro-2-pyridin-2-yl-7H-pyrrolo[2,3-d]pyrimidine), ClC1=C2C(=NC(=C1)C1=NC(=CC=C1)C)NC=C2 (4-chloro-6-(6-methyl-pyridin-2-yl)-1H-pyrrolo[2,3-b]pyridine). The product is CC1=CC=CC(=N1)C1=CC(=C2C(=N1)NC=C2)C=2C=NC=CC2 (6-(6-Methyl-pyridin-2-yl)-4-pyridin-3-yl-1H-pyrrolo[2,3-b]pyridine). The reactants are ClCCO (2-chloroethanol), C(C)NCCOC1=CC=C(C=C1)C (N-ethyl-N-[2-(4-methylphenoxy)ethyl]amine), C([O-])([O-])=O.[K+].[K+] (potassium carbonate). Solvent: CO (methanol). Reaction conditions: time 24 hour. Yields the product C(C)N(CCOC1=CC=C(C=C1)C)CCO (N-Ethyl-N-(2-hydroxyethyl)-N-[2-(4-methylphenoxy)ethyl]-amine). Reaction SMILES: Cl[CH2:2][CH2:3][OH:4].[CH2:5]([NH:7][CH2:8][CH2:9][O:10][C:11]1[CH:16]=[CH:15][C:14]([CH3:17])=[CH:13][CH:12]=1)[CH3:6].C(=O)([O-])[O-].[K+].[K+]>CO>[CH2:5]([N:7]([CH2:2][CH2:3][OH:4])[CH2:8][CH2:9][O:10][C:11]1[CH:12]=[CH:13][C:14]([CH3:17])=[CH:15][CH:16]=1)[CH3:6] |f:2.3.4|. Procedure: Add 0.90 g (011 mol) 2-chloroethanol to a solution of 2.0 g (0.11 mol) N-ethyl-N-[2-(4-methylphenoxy)ethyl]amine and 1.7 g (012 mol) potassium carbonate in 50 mL methanol. Stir at room temperature for 24 hr. After this time, remove the solvents in vacuo and dissolve the residue in 25 mL water. Adjust the aqueous to pH=8 with 5% sodium bicarbonate solution and extract 3×50 mL methylene chloride. Dry the combined organics over sodium sulfate and evaporate the solvent to obtain the desired product. Starting materials: C(C(=O)C)(=O)OC (methyl pyruvate), COC(N(C)C)OC (dimethylformamide dimethylacetal), Cl.C(C1=CC=CC=C1)(=N)N (benzamidine hydrochloride), C[O-].[Na+] (sodium methoxide). Run in O (water), C(C)(=O)OCC (ethyl acetate), O (water). Reaction conditions: temperature 80 celsius, time 2 hour. Product: C1(=CC=CC=C1)C1=NC=CC(=N1)C(=O)O (2-phenyl-pyrimidine-4-carboxylic acid). Isolated yield 22.8%. RXN SMILES: [C:1]([O:6]C)(=[O:5])[C:2]([CH3:4])=O.[CH3:8]OC(OC)N(C)C.Cl.[C:17]([NH2:25])(=[NH:24])[C:18]1[CH:23]=[CH:22][CH:21]=[CH:20][CH:19]=1.C[O-].[Na+]>O.C(OCC)(=O)C>[C:18]1([C:17]2[N:25]=[C:2]([C:1]([OH:6])=[O:5])[CH:4]=[CH:8][N:24]=2)[CH:23]=[CH:22][CH:21]=[CH:20][CH:19]=1 |f:2.3,4.5|. Procedure: A mixture of methyl pyruvate (5.61 g, 55.0 mmol) and dimethylformamide dimethylacetal (6.86 g, 57.6 mmol) was stirred for 2 hours at 80° C., and benzamidine hydrochloride (9.58 g, 61.2 mmol), sodium methoxide (28% in methanol, 23.1 g, 120 mmol) was added to the solution. After reflux for 3 hours, water was added and the organic solvents were removed under reduced pressure. Resulting solids were dissolved in a mixture of water and ethyl acetate, and the remaining insolubles were filtered off. The... Starting materials: N#Cc1ccc(CBr)cc1, CCCCCCCCCCCCCCCCCCNCCCCCCCCCCCCCCCCCC, ClC(Cl)Cl. Yields the product CCCCCCCCCCCCCCCCCCN(CCCCCCCCCCCCCCCCCC)Cc1ccc(C#N)cc1. As a reaction SMILES: [Br:38][CH2:39][c:40]1[cH:41][cH:42][c:43]([C:46]#[N:47])[cH:44][cH:45]1.[CH2:1]([CH2:2][CH2:3][CH2:4][CH2:5][CH2:6][CH2:7][CH2:8][CH2:9][CH2:10][CH2:11][CH2:12][CH2:13][CH2:14][CH2:15][CH2:16][CH2:17][CH3:18])[NH:19][CH2:20][CH2:21][CH2:22][CH2:23][CH2:24][CH2:25][CH2:26][CH2:27][CH2:28][CH2:29][CH2:30][CH2:31][CH2:32][CH2:33][CH2:34][CH2:35][CH2:36][CH3:37].[CH:48]([Cl:49])([Cl:50])[Cl:51]>>[CH2:1]([CH2:2][CH2:3][CH2:4][CH2:5][CH2:6][CH2:7][CH2:8][CH2:9][CH2:10][CH2:11][CH2:12][CH2:13][CH2:14][CH2:15][CH2:16][CH2:17][CH3:18])[N:19]([CH2:20][CH2:21][CH2:22][CH2:23][CH2:24][CH2:25][CH2:26][CH2:27][CH2:28][CH2:29][CH2:30][CH2:31][CH2:32][CH2:33][CH2:34][CH2:35][CH2:36][CH3:37])[CH2:39][c:40]1[cH:41][cH:42][c:43]([C:46]#[N:47])[cH:44][cH:45]1. Starting materials: CC1C(=NNC(S1)=O)C=1C=C2C(C(NC2=CC1)=O)=NC1=CC=CC=C1 (1,3-dihydro-5-(3,6-dihydro-6-methyl-2-oxo -2H-1,3,4-thiadiazin-5-yl)-3-phenylimino-2H-indol-2-one), C1(CCCCC1)NN (cyclohexylhydrazine). Product: C1(CCCCC1)NN=C1C(NC2=CC=C(C=C12)C1=NNC(SC1C)=O)=O (5-(3,6-Dihydro-6-methyl-2-oxo-2H-1,3,4-thiadiazin-5-yl) -1H-indole-2,3-dione 3-(cyclohexylhydrazone)). Isolated yield 54.0%. Reaction SMILES: [CH3:1][CH:2]1[S:7][C:6](=[O:8])[NH:5][N:4]=[C:3]1[C:9]1[CH:10]=[C:11]2[C:15](=[CH:16][CH:17]=1)[NH:14][C:13](=[O:18])[C:12]2=[N:19]C1C=CC=CC=1.[CH:26]1([NH:32]N)[CH2:31][CH2:30][CH2:29][CH2:28][CH2:27]1>>[CH:26]1([NH:32][N:19]=[C:12]2[C:11]3[C:15](=[CH:16][CH:17]=[C:9]([C:3]4[CH:2]([CH3:1])[S:7][C:6](=[O:8])[NH:5][N:4]=4)[CH:10]=3)[NH:14][C:13]2=[O:18])[CH2:31][CH2:30][CH2:29][CH2:28][CH2:27]1. Procedure details: Starting from 1,3-dihydro-5-(3,6-dihydro-6-methyl-2-oxo -2H-1,3,4-thiadiazin-5-yl)-3-phenylimino-2H-indol-2-one, and cyclohexylhydrazine and following the method described in Example 21, the desired compound was obtained. The reactants are ethyl isobutylylacetate, BrC1=CC=C(C=C1)CC(=O)Cl (4-Bromophenylacetyl chloride), O.CCOC(=O)C (H2O EtOAc), [H-].[Na+] (NaH). Solvent: C1(=CC=CC=C1)C (toluene), C1(=CC=CC=C1)C (toluene), C1(=CC=CC=C1)C (toluene). Reaction conditions: time 30 minute. Product: BrC1=CC=C(C=C1)CC(=O)C(C(=O)OCC)C(C(C)C)=O (Ethyl 2-(4-bromophenylacetyl)-4-methyl-3-oxopentanoate). Isolated yield 65.0%. Reaction SMILES: [H-].[Na+].[Br:3][C:4]1[CH:9]=[CH:8][C:7]([CH2:10][C:11](Cl)=[O:12])=[CH:6][CH:5]=1.[OH2:14].[CH3:15][CH2:16][O:17][C:18]([CH3:20])=[O:19]>C1(C)C=CC=CC=1>[Br:3][C:4]1[CH:9]=[CH:8][C:7]([CH2:10][C:11]([CH:20]([C:6](=[O:14])[CH:7]([CH3:10])[CH3:8])[C:18]([O:17][CH2:16][CH3:15])=[O:19])=[O:12])=[CH:6][CH:5]=1 |f:0.1,3.4|. Procedure details: To a suspension of NaH (7.6 g, 158 mmol) in toluene (142 mL) at 0° C. was added dropwise a solution of ethyl isobutylylacetate (20 g, 126 mmol) in toluene (52 mL) and the resulting solution was stirred under an argon atmosphere for 30 min. Then, a solution of 4-bromophenylacetyl chloride (29.4 g, 126 mmol, prepared as described in reference example 1) in toluene (98 mL) was slowly added and the reaction mixture stirred at room temperature overnight. The resulting solution was poured into H2O-EtO...